This data is from the Open Reaction Database (ORD), a public repository of structured organic reaction records. The task is: describe an organic reaction: reactants, conditions, products, and yield Starting materials: Cc1noc(-c2ccccc2C(=O)N2CCCCC2CNC(=O)OC(C)(C)C)n1, [H-], [H][H], CI, [Na+], C1CCOC1. Yields the product Cc1noc(-c2ccccc2C(=O)N2CCCCC2CN(C)C(=O)OC(C)(C)C)n1. Reaction SMILES: [C:1]([CH3:2])([CH3:3])([CH3:4])[O:5][C:6]([NH:7][CH2:8][CH:9]1[N:10]([C:15](=[O:16])[c:17]2[c:18](-[c:23]3[n:24][c:25]([CH3:28])[n:26][o:27]3)[cH:19][cH:20][cH:21][cH:22]2)[CH2:11][CH2:12][CH2:13][CH2:14]1)=[O:29].[H-:30].[H:32][H:33].[I:34][CH3:35].[Na+:31].[O:36]1[CH2:37][CH2:38][CH2:39][CH2:40]1>>[C:1]([CH3:2])([CH3:3])([CH3:4])[O:5][C:6]([N:7]([CH2:8][CH:9]1[N:10]([C:15](=[O:16])[c:17]2[c:18](-[c:23]3[n:24][c:25]([CH3:28])[n:26][o:27]3)[cH:19][cH:20][cH:21][cH:22]2)[CH2:11][CH2:12][CH2:13][CH2:14]1)[CH3:35])=[O:29]. The reactants are Cl (hydrochloric acid), [OH-].[Na+] (sodium hydroxide), ClCC1=NN=C(O1)C1=C2C=NN(C2=CC(=C1)C1=C2C=CNC2=CC=C1)S(=O)(=O)C1=CC=CC=C1 (4-[5-(Chloromethyl)-1,3,4-oxadiazol-2-yl]-6-(1H-indol-4-yl)-1-(phenylsulfonyl)-1H-indazole), O.O.C1(=CC=CC=C1)S(=O)[O-].[Na+] (sodium benzenesulfinate dihydrate). The solvent is CO (methanol), ClCCl (dichloromethane), C(C)(C)O (isopropanol), C(C)O (ethanol). Conditions: temperature 20 celsius, time 20 minute. Yields the product N1C=CC2=C(C=CC=C12)C1=CC(=C2C=NNC2=C1)C=1OC(=NN1)CS(=O)(=O)C1=CC=CC=C1 (6-(1H-Indol-4-yl)-4-{5-[(phenylsulfonyl)methyl]-1,3,4-oxadiazol-2-yl}-1H-indazole). Isolated yield 16.0%. Reaction SMILES: Cl[CH2:2][C:3]1[O:7][C:6]([C:8]2[CH:16]=[C:15]([C:17]3[CH:25]=[CH:24][CH:23]=[C:22]4[C:18]=3[CH:19]=[CH:20][NH:21]4)[CH:14]=[C:13]3[C:9]=2[CH:10]=[N:11][N:12]3S(C2C=CC=CC=2)(=O)=O)=[N:5][N:4]=1.O.O.[C:37]1([S:43]([O-:45])=[O:44])[CH:42]=[CH:41][CH:40]=[CH:39][CH:38]=1.[Na+].[OH-].[Na+].Cl>C(O)C.C(O)(C)C.CO.ClCCl>[NH:21]1[C:22]2[C:18](=[C:17]([C:15]3[CH:14]=[C:13]4[C:9]([CH:10]=[N:11][NH:12]4)=[C:8]([C:6]4[O:7][C:3]([CH2:2][S:43]([C:37]5[CH:42]=[CH:41][CH:40]=[CH:39][CH:38]=5)(=[O:45])=[O:44])=[N:4][N:5]=4)[CH:16]=3)[CH:25]=[CH:24][CH:23]=2)[CH:19]=[CH:20]1 |f:1.2.3.4,5.6|. Reported procedure: 4-[5-(Chloromethyl)-1,3,4-oxadiazol-2-yl]-6-(1H-indol-4-yl)-1-(phenylsulfonyl)-1H-indazole (60 mg, 0.110 mmol) and sodium benzenesulfinate dihydrate (33.1 mg, 0.165 mmol, available from TCI Europe) in ethanol (0.8 ml) were heated under microwave irradiation to 100° C. for 30 mins then 150° C. for 20 mins. The mixture was treated with dichloromethane (3 ml) and methanol (3 ml) and absorbed onto Florisil. This was placed on top a silica cartridge (10 g) and eluted with 0-100% ethyl acetate/cyclohe... The reactants are CC(=O)CC(=O)O (diacetate), COC1=C(C=C(C=C1)C2=C3C4=CC(=C(C(=C4CCN3C5=C2C6=CC(=C(C=C6OC5=O)O)OC)OC)OC)OC)O (Lamellarin T), C(C)(=O)OC(C)=O (acetic anhydride). The reagents and catalysts are CN(C)C=1C=CN=CC1 (DMAP). The solvent is N1=CC=CC=C1 (pyridine), C(C)(=O)OCC (ethyl acetate). Run at temperature 18 celsius, time 26 hour. Yields the product CC(=O)OC1=C(C=CC(=C1)C2=C3C4=CC(=C(C(=C4CCN3C5=C2C6=CC(=C(C=C6OC5=O)OC(=O)C)OC)OC)OC)OC)OC (Lamellarin T Diacetate). Yield: 83.0%. RXN SMILES: [CH3:1][C:2](CC(O)=O)=[O:3].[CH3:8][O:9][C:10]1[CH:15]=[CH:14][C:13]([C:16]2[C:28]3[C:29]4[C:34]([O:35][C:36](=[O:37])[C:27]=3[N:26]3[C:17]=2[C:18]2[C:23]([CH2:24][CH2:25]3)=[C:22]([O:41][CH3:42])[C:21]([O:43][CH3:44])=[C:20]([O:45][CH3:46])[CH:19]=2)=[CH:33][C:32]([OH:38])=[C:31]([O:39][CH3:40])[CH:30]=4)=[CH:12][C:11]=1[OH:47].[C:48](OC(=O)C)(=[O:50])[CH3:49]>N1C=CC=CC=1.CN(C1C=CN=CC=1)C.C(OCC)(=O)C>[CH3:1][C:2]([O:47][C:11]1[CH:12]=[C:13]([C:16]2[C:28]3[C:29]4[C:34]([O:35][C:36](=[O:37])[C:27]=3[N:26]3[C:17]=2[C:18]2[C:23]([CH2:24][CH2:25]3)=[C:22]([O:41][CH3:42])[C:21]([O:43][CH3:44])=[C:20]([O:45][CH3:46])[CH:19]=2)=[CH:33][C:32]([O:38][C:48]([CH3:49])=[O:50])=[C:31]([O:39][CH3:40])[CH:30]=4)[CH:14]=[CH:15][C:10]=1[O:9][CH3:8])=[O:3]. Procedure details: Lamellain T diacetate: Lamellarin T (48 mg, 0.088 mmol) was dissolved in a solution of acetic anhydride (1.0 mL) and pyridine (1.0 mL) containing DMAP (several crystals) and the solution stirred at 18° C. for 26 h. The solution was then diluted with ethyl acetate (15 mL) and washed with NaHCO3 (a saturated solution in H2O, 20 mL) and citric acid (10% in H2O, 20 mL) dried over (MgSO4) and concentrated under reduced pressure. The residue was subjected to flash chromatography on silica gel (sequent... Reactants: ClC=1C=C(C=C(C1)Cl)C1(CC(=NO1)C1=CC(=C(S1)C)C#N)C(F)(F)F (5-[5-(3,5-dichloro-phenyl)-5-trifluoromethyl-4,5-dihydro-isoxazol-3-yl]-2-methyl-thiophene-3-carbonitrile), Cl (HCl). The solvent is C1CCOC1 (THF). The product is ClC=1C=C(C=C(C1)Cl)C1(CC(=NO1)C1=CC(=C(S1)C)CN)C(F)(F)F (C-{5-[5-(3,5-dichloro-phenyl)-5-trifluoromethyl-4,5-dihydro-isoxazol-3-yl]-2-methyl-thiophen-3-yl}-methylamine). Isolated yield 102.6%. Reaction SMILES: [Cl:1][C:2]1[CH:3]=[C:4]([C:9]2([C:22]([F:25])([F:24])[F:23])[O:13][N:12]=[C:11]([C:14]3[S:18][C:17]([CH3:19])=[C:16]([C:20]#[N:21])[CH:15]=3)[CH2:10]2)[CH:5]=[C:6]([Cl:8])[CH:7]=1.Cl>C1COCC1>[Cl:1][C:2]1[CH:3]=[C:4]([C:9]2([C:22]([F:23])([F:25])[F:24])[O:13][N:12]=[C:11]([C:14]3[S:18][C:17]([CH3:19])=[C:16]([CH2:20][NH2:21])[CH:15]=3)[CH2:10]2)[CH:5]=[C:6]([Cl:8])[CH:7]=1. Procedure details: Borane dimethyl sulfide complex (0.73 ml) is added to a solution of 5-[5-(3,5-dichloro-phenyl)-5-trifluoromethyl-4,5-dihydro-isoxazol-3-yl]-2-methyl-thiophene-3-carbonitrile (2.8 g) in THF (21 ml) at reflux. After 30 minutes at reflux, the reaction is cooled down to room temperature. HCl (6.2 ml, 1.25M in MeOH) is added and the reaction mixture is refluxed for 30 minutes. The mixture is then concentrated in vacuo to yield C-{5-[5-(3,5-dichloro-phenyl)-5-trifluoromethyl-4,5-dihydro-isoxazol-3-yl]... The reactants are ClC1(C(NC2=CC=C(C=C12)Cl)=O)C1=C(C=CC=C1)OC (3,5-dichloro-3-(2-methoxyphenyl)-1,3-dihydro-2H-indol-2-one), C(C1=CC=CC=C1)N[C@H](C(=O)N(C)C)C ((2S)-2-(benzyl amino)-N,N-dimethylpropanamide). The product is C(C1=CC=CC=C1)N([C@H](C(=O)N(C)C)C)C1(C(NC2=CC=C(C=C12)Cl)=O)C1=C(C=CC=C1)OC ((2S)-2-{benzyl[5-chloro-3-(2-methoxyphenyl)-2-oxo-2,3-dihydro-1H-indol-3-yl]amino}-N,N-dimethylpropanamide). As a reaction SMILES: Cl[C:2]1([C:13]2[CH:18]=[CH:17][CH:16]=[CH:15][C:14]=2[O:19][CH3:20])[C:10]2[C:5](=[CH:6][CH:7]=[C:8]([Cl:11])[CH:9]=2)[NH:4][C:3]1=[O:12].[CH2:21]([NH:28][C@@H:29]([CH3:35])[C:30]([N:32]([CH3:34])[CH3:33])=[O:31])[C:22]1[CH:27]=[CH:26][CH:25]=[CH:24][CH:23]=1>>[CH2:21]([N:28]([C:2]1([C:13]2[CH:18]=[CH:17][CH:16]=[CH:15][C:14]=2[O:19][CH3:20])[C:10]2[C:5](=[CH:6][CH:7]=[C:8]([Cl:11])[CH:9]=2)[NH:4][C:3]1=[O:12])[C@@H:29]([CH3:35])[C:30]([N:32]([CH3:34])[CH3:33])=[O:31])[C:22]1[CH:27]=[CH:26][CH:25]=[CH:24][CH:23]=1. Procedure details: With 0.95 g of 3,5-dichloro-3-(2-methoxyphenyl)-1,3-dihydro-2H-indol-2-one and the compound obtained in Step 258-2 (3.39 mmol, crude form) as starting materials, respectively 966 mg (Isomer A, colorless amorphous) and 501 mg (Isomer B, colorless amorphous) of two species of diastereoisomers of the title compound were obtained by a similar method to Step 4-2.